From a dataset of the Open Reaction Database (ORD), a public repository of structured organic reaction records. describe an organic reaction: reactants, conditions, products, and yield The reactants are Cl.NC1CC2=CC=CC=C2C1 (2-aminoindan hydrochloride), O (water), [OH-].[NH4+] (ammonium hydroxide), BrCC(=O)OC(C)(C)C (tert-butyl bromoacetate). Solvent: C(C)#N (Acetonitrile), C(C)#N (acetonitrile). Reaction conditions: time 8 hour. The product is Cl.C1C(CC2=CC=CC=C12)NCC(=O)OC(C)(C)C (tert-butyl N-(2,3-dihydro-1H-inden-2-yl)glycinate hydrochloride). The yield is 71.7%. RXN SMILES: [ClH:1].[NH2:2][CH:3]1[CH2:11][C:10]2[C:5](=[CH:6][CH:7]=[CH:8][CH:9]=2)[CH2:4]1.O.[OH-].[NH4+].Br[CH2:16][C:17]([O:19][C:20]([CH3:23])([CH3:22])[CH3:21])=[O:18]>C(#N)C>[ClH:1].[CH2:4]1[C:5]2[C:10](=[CH:9][CH:8]=[CH:7][CH:6]=2)[CH2:11][CH:3]1[NH:2][CH2:16][C:17]([O:19][C:20]([CH3:23])([CH3:22])[CH3:21])=[O:18] |f:0.1,3.4,7.8|. Procedure: Acetonitrile (800 ml) is added to 2-aminoindan hydrochloride (50 g, 0.295 mole) followed by the addition of water (100 ml) and concentrated ammonium hydroxide (100 ml). To the resulting stirring solution tert-butyl bromoacetate (60 g, 0.308 mole) in acetonitrile (150 ml is added dropwise at room temperature and the resulting mixture stirred overnight at room temperature. The acetonitrile is evaporated on a rotary evaporator, water added to the residue and the product extracted several times into... Starting materials: CN(C)C(=S)Cl, COCc1ccccn1, O, [Li]c1ccccc1, c1ccccc1. The product is COC(C(=S)N(C)C)c1ccccn1. Reaction SMILES: [CH3:23][N:24]([C:25](=[S:26])[Cl:27])[CH3:28].[CH3:8][O:9][CH2:10][c:11]1[n:12][cH:13][cH:14][cH:15][cH:16]1.[OH2:29].[c:1]1([Li:2])[cH:3][cH:4][cH:5][cH:6][cH:7]1.[cH:17]1[cH:18][cH:19][cH:20][cH:21][cH:22]1>>[CH3:8][O:9][CH:10]([c:11]1[n:12][cH:13][cH:14][cH:15][cH:16]1)[C:25]([N:24]([CH3:23])[CH3:28])=[S:26]. The reactants are O (water), ClC1=CC=C(C=O)C=C1 (4-chlorobenzaldehyde), [C-]#N.[K+] (KCN). The solvent is C(C)O (ethanol), C(C)O (ethanol). Product: ClC1=CC=C(C=C1)C(C(O)C1=CC=C(C=C1)Cl)=O (1,2-bis(4-chlorophenyl)-2-hydroxyethanone). RXN SMILES: [Cl:1][C:2]1[CH:9]=[CH:8][C:5]([CH:6]=[O:7])=[CH:4][CH:3]=1.[C-]#N.[K+].[OH2:13]>C(O)C>[Cl:1][C:2]1[CH:9]=[CH:8][C:5]([C:6](=[O:7])[CH:6]([C:5]2[CH:8]=[CH:9][C:2]([Cl:1])=[CH:3][CH:4]=2)[OH:13])=[CH:4][CH:3]=1 |f:1.2|. Procedure details: 42.2 g of 4-chlorobenzaldehyde and 5 g of KCN were heated under reflux in 300 ml of a 1:1 mixture of ethanol and water for 6 hours. After cooling, the ethanol was stripped off, the residue was cooled in an ice bath and the supernatant aqueous phase was decanted off. The product was recrystallized from ethanol/petroleum ether and dried. 22 g of the compound Z1 mentioned in the title were obtained.